This data is from the Open Reaction Database (ORD), a public repository of structured organic reaction records. The task is: describe an organic reaction: reactants, conditions, products, and yield Reactants: CO, C=CCC(C)C(C)(O)CC(=O)OC, [K+], [OH-]. Yields the product C=CCC(C)C(C)(O)CC(=O)O. Reaction SMILES: [CH3:14][OH:15].[CH3:1][C:2]([CH2:3][C:4](=[O:5])[O:6][CH3:7])([CH:8]([CH2:9][CH:10]=[CH2:11])[CH3:12])[OH:13].[K+:17].[OH-:16]>>[CH3:1][C:2]([CH2:3][C:4](=[O:5])[OH:6])([CH:8]([CH2:9][CH:10]=[CH2:11])[CH3:12])[OH:13]. Starting materials: NC=1SC[C@@]2(C3=CC(=CC=C3OC=3C(=CC(=CC23)O)F)C=2C(=NC=CC2)F)N1 ((S)-2-amino-4′-fluoro-7′-(2-fluoropyridin-3-yl)-5H-spiro[thiazole-4,9′-xanthen]-2′-ol), C([O-])([O-])=O.[Cs+].[Cs+] (cesium carbonate), CC1=CC=C(C=C1)S(=O)(=O)OCC(C)(F)F (2,2-difluoropropyl 4-methylbenzenesulfonate), N#N (N2), [I-].[K+] (potassium iodide). Run in O (water), CCOC(=O)C (EtOAc), CN(C)C=O (DMF). Reaction conditions: temperature 160 celsius. Product: FC(COC1=CC=2[C@]3(C4=CC(=CC=C4OC2C(=C1)F)C=1C(=NC=CC1)F)N=C(SC3)N)(C)F ((S)-2′-(2,2-difluoropropoxy)-4′-fluoro-7′-(2-fluoropyridin-3-yl)-5H-spiro[thiazole-4,9′-xanthen]-2-amine). Isolated yield 2.9%. RXN SMILES: [NH2:1][C:2]1[S:3][CH2:4][C@@:5]2([N:28]=1)[C:18]1[CH:17]=[C:16]([OH:19])[CH:15]=[C:14]([F:20])[C:13]=1[O:12][C:11]1[C:6]2=[CH:7][C:8]([C:21]2[C:22]([F:27])=[N:23][CH:24]=[CH:25][CH:26]=2)=[CH:9][CH:10]=1.C(=O)([O-])[O-].[Cs+].[Cs+].CC1C=CC(S(O[CH2:46][C:47]([F:50])([F:49])[CH3:48])(=O)=O)=CC=1.N#N.[I-].[K+]>CN(C=O)C.O.CCOC(C)=O>[F:49][C:47]([F:50])([CH3:48])[CH2:46][O:19][C:16]1[CH:15]=[C:14]([F:20])[C:13]2[O:12][C:11]3[C:6](=[CH:7][C:8]([C:21]4[C:22]([F:27])=[N:23][CH:24]=[CH:25][CH:26]=4)=[CH:9][CH:10]=3)[C@@:5]3([CH2:4][S:3][C:2]([NH2:1])=[N:28]3)[C:18]=2[CH:17]=1 |f:1.2.3,6.7|. Procedure details: A glass microwave reaction vessel was charged with (S)-2-amino-4′-fluoro-7′-(2-fluoropyridin-3-yl)-5H-spiro[thiazole-4,9′-xanthen]-2′-ol (230 mg, 0.58 mmol, prepared as described in Method BB26 and Example 2 but using 7-bromo-4-fluoro-2-methoxy-9H-xanthen-9-one), cesium carbonate (302 mg, 0.93 mmol) and 2,2-difluoropropyl 4-methylbenzenesulfonate (159 mg, 0.64 mmol) in DMF (2.5 mL). The reaction mixture was purged with N2 and finally potassium iodide (192 mg, 1.16 mmol) was added. The reaction m...